This data is from the Open Reaction Database (ORD), a public repository of structured organic reaction records. The task is: describe an organic reaction: reactants, conditions, products, and yield Reported procedure: The title compound was prepared according to the procedure described in step 2 of Example 7 from 6-chloro-2-[(N-methoxy-N-methylamino)carbonyl]indole (Example 7, step 1) and 3-bromoiodobenzene. Yields the product BrC=1C=C(C(=O)C=2NC3=CC(=CC=C3C2CC(=O)O)Cl)C=CC1 ([2-(3-Bromobenzoyl)-6-chloro-1H-indol-3-yl]acetic Acid). RXN SMILES: [Cl:1][C:2]1[CH:10]=[C:9]2[C:5]([C:6]([CH2:20][C:21]([OH:23])=[O:22])=[C:7]([C:11](=[O:19])[C:12]3[CH:17]=[CH:16][CH:15]=[C:14](Cl)[CH:13]=3)[NH:8]2)=[CH:4][CH:3]=1.[Br:24]C1C=C(I)C=CC=1>>[Br:24][C:14]1[CH:13]=[C:12]([CH:17]=[CH:16][CH:15]=1)[C:11]([C:7]1[NH:8][C:9]2[C:5]([C:6]=1[CH2:20][C:21]([OH:23])=[O:22])=[CH:4][CH:3]=[C:2]([Cl:1])[CH:10]=2)=[O:19]. Starting materials: ClC1=CC=C2C(=C(NC2=C1)C(C1=CC(=CC=C1)Cl)=O)CC(=O)O ([6-Chloro-2-(3-chlorobenzoyl)-1H-indol-3-yl]acetic Acid), BrC=1C=C(C=CC1)I (3-bromoiodobenzene). The reactants are ClCCl, CSC1=Nc2c(C)ccnc2N(C2CC2)c2ncccc21, O=C(OO)c1cccc(Cl)c1. Product: Cc1ccnc2c1N=C(S(C)=O)c1cccnc1N2C1CC1. As a reaction SMILES: [CH2:33]([Cl:34])[Cl:35].[CH:1]1([N:4]2[c:5]3[c:6]([c:17]([CH3:21])[cH:18][cH:19][n:20]3)[N:7]=[C:8]([S:15][CH3:16])[c:9]3[c:10]2[n:11][cH:12][cH:13][cH:14]3)[CH2:2][CH2:3]1.[Cl:22][c:23]1[cH:24][cH:25][cH:26][c:27]([C:28]([O:29][OH:31])=[O:30])[cH:32]1>>[CH:1]1([N:4]2[c:5]3[c:6]([c:17]([CH3:21])[cH:18][cH:19][n:20]3)[N:7]=[C:8]([S:15]([CH3:16])=[O:30])[c:9]3[c:10]2[n:11][cH:12][cH:13][cH:14]3)[CH2:2][CH2:3]1. Conditions: time 16 hour. Isolated yield 85.0%. Procedure details: To a solution of 3-nitrophenol (8.35 g, 60 mmol), in DMF (50 ml) was added K2CO3 (16.56 g, 120 mmol) and methyl 1,4-bromobutyrate (11.95 g, 66 mmol). The reaction was stirred at room temperature for 16 h. The reaction was diluted with ethyl acetate and water. The organic phase was separated and washed with water (2×200 ml). The organic phase was dried with Na2SO4 and concentrated in vacuo. The required ether was isolated following chromatography (ethyl acetate: heptane, 1:9) as a pale yellow sol... Yields the product COC(CCCOC1=CC(=CC=C1)[N+](=O)[O-])=O (4-(3-Nitro-phenoxy)-butyric acid methyl ester). The reactants are [N+](=O)([O-])C=1C=C(C=CC1)O (3-nitrophenol), C(=O)([O-])[O-].[K+].[K+] (K2CO3), methyl 1,4-bromobutyrate, CN(C)C=O (DMF), CCCCCCC (heptane). The solvent is C(C)(=O)OCC (ethyl acetate), C(C)(=O)OCC (ethyl acetate), O (water). Reaction SMILES: [N+:1]([C:4]1[CH:5]=[C:6]([OH:10])[CH:7]=[CH:8][CH:9]=1)([O-:3])=[O:2].[C:11]([O-:14])([O-])=[O:12].[K+].[K+].[CH3:17][CH2:18][CH2:19]CCCC.[CH3:24]N(C=O)C>C(OCC)(=O)C.O>[CH3:24][O:14][C:11](=[O:12])[CH2:17][CH2:18][CH2:19][O:10][C:6]1[CH:7]=[CH:8][CH:9]=[C:4]([N+:1]([O-:3])=[O:2])[CH:5]=1 |f:1.2.3|. Starting materials: C(=O)[O-].[NH4+] (ammonium formate), C=C(C)C=1SC=C2C1CN(C2)C(=O)OC(C)(C)C (1-(1-propen-2-yl)-5-(1,1-dimethylethoxy)carbonyl-5,6-dihydro-4H-thieno[3, 4-c]pyrrole). The reagents and catalysts are [Pd] (palladium-on-charcoal). The solvent is CO (methanol). Yields the product CC(C)C=1SC=C2C1CN(C2)C(=O)OC(C)(C)C (1-(1-Methylethyl)-5-(1,1-dimethylethoxy)carbonyl-5,6-dihydro-4H-thieno[3,4-c]pyrrole). The yield is 63.2%. RXN SMILES: C([O-])=O.[NH4+].[CH2:5]=[C:6]([C:8]1[S:9][CH:10]=[C:11]2[CH2:15][N:14]([C:16]([O:18][C:19]([CH3:22])([CH3:21])[CH3:20])=[O:17])[CH2:13][C:12]=12)[CH3:7]>CO.[Pd]>[CH3:7][CH:6]([C:8]1[S:9][CH:10]=[C:11]2[CH2:15][N:14]([C:16]([O:18][C:19]([CH3:21])([CH3:20])[CH3:22])=[O:17])[CH2:13][C:12]=12)[CH3:5] |f:0.1|. Procedure details: 3.7 g (59 mmol) of ammonium formate and then 0.9 g of 10% palladium-on-charcoal are added to a solution of 0.78 g (2.9 mmol) of 1-(1-propen-2-yl)-5-(1,1-dimethylethoxy)carbonyl-5,6-dihydro-4H-thieno[3, 4-c]pyrrole in 40 ml of methanol. The reaction mixture is heated at reflux for 8 hours, then filtered on a Celite column and evaporated to dryness. The residue is taken up in 50 ml of ethyl acetate, washed with 20 ml of water, dried over sodium sulphate and evaporated to dryness. After purificatio... The reactants are ClCC(C(C)(C)C)=O (1-chloro-3,3-dimethyl-butan-2-one), N1N=CN=C1 (1,2,4-triazole), C([O-])([O-])=O.[K+].[K+] (potassium carbonate). The solvent is CC(=O)C (acetone). Yields the product CC(C(CN1N=CN=C1)=O)(C)C (3,3-dimethyl-1-(1,2,4-triazol-1-yl)-butan-2-one). Isolated yield 73.9%. As a reaction SMILES: Cl[CH2:2][C:3](=[O:8])[C:4]([CH3:7])([CH3:6])[CH3:5].[NH:9]1[CH:13]=[N:12][CH:11]=[N:10]1.C(=O)([O-])[O-].[K+].[K+]>CC(C)=O>[CH3:5][C:4]([CH3:7])([CH3:6])[C:3](=[O:8])[CH2:2][N:9]1[CH:13]=[N:12][CH:11]=[N:10]1 |f:2.3.4|. Procedure: 13.45 g (1 mol) of 1-chloro-3,3-dimethyl-butan-2-one, 69 g (1 mol) of 1,2,4-triazole and 140 g (1 mol) of powdered potassium carbonate were heated under reflux in 500 ml of acetone for 6 hours, while stirring. Thereafter, the mixture was allowed to cool, the inorganic salt was filtered off and the filtrate was concentrated in vacuo. After treatment with diisopropyl ether, the oily residue crystallized out. After drying, 123.6 g (74% of theory) of 3,3-dimethyl-1-(1,2,4-triazol-1-yl)-butan-2-one o... The reactants are [H-].[Al+3].[Li+].[H-].[H-].[H-] (lithium aluminium hydride), COC1=C(OCC2=CC=CC3=CC=CC=C23)C=CC(=C1)C=C[N+](=O)[O-] (1-[2-methoxy-4-(2-nitro-vinyl)-phenoxymethyl]-naphthalene), [OH-].[Na+] (sodium hydroxide). Solvent: O1CCCC1 (tetrahydrofuran), O1CCCC1 (tetrahydrofuran). Run at time 90 minute. Yields the product COC=1C=C(C=CC1OCC1=CC=CC2=CC=CC=C12)CCN (2-[3-methoxy-4-(naphthalen-1-ylmethoxy)-phenyl]-ethylamine). Reaction SMILES: [H-].[Al+3].[Li+].[H-].[H-].[H-].[CH3:7][O:8][C:9]1[CH:26]=[C:25]([CH:27]=[CH:28][N+:29]([O-])=O)[CH:24]=[CH:23][C:10]=1[O:11][CH2:12][C:13]1[C:22]2[C:17](=[CH:18][CH:19]=[CH:20][CH:21]=2)[CH:16]=[CH:15][CH:14]=1.[OH-].[Na+]>O1CCCC1>[CH3:7][O:8][C:9]1[CH:26]=[C:25]([CH2:27][CH2:28][NH2:29])[CH:24]=[CH:23][C:10]=1[O:11][CH2:12][C:13]1[C:22]2[C:17](=[CH:18][CH:19]=[CH:20][CH:21]=2)[CH:16]=[CH:15][CH:14]=1 |f:0.1.2.3.4.5,7.8|. Procedure details: 10 g of lithium aluminium hydride are placed in 200 ml of tetrahydrofuran; the mixture is stirred at room temperature. 25.8 g of 1-[2-methoxy-4-(2-nitro-vinyl)-phenoxymethyl]-naphthalene dissolved in 300 ml of tetrahydrofuran are added dropwise thereto over a period of 90 minutes. The reaction mixture is heated at reflux for 4 hours. After cooling, 40 ml of 1 N sodium hydroxide solution are cautiously added dropwise, external cooling being effected using an ice bath. When the addition is complet...